Dataset: the Open Reaction Database (ORD), a public repository of structured organic reaction records. Task: describe an organic reaction: reactants, conditions, products, and yield Reactants: Cl.NO (hydroxylamine hydrochloride), [OH-].[Na+] (sodium hydroxide), O[C@H]1C[C@@H]2CC[C@H]3[C@@H]4CC/C(=C/C)/[C@]4(CC([C@@H]3[C@]2(CC1)C)=O)C ((Z)-3α-hydroxy-5α-pregn-17(20)-en-11-one), Cl.NO (hydroxylamine hydrochloride), [OH-].[Na+] (sodium hydroxide). Run in O (water), O (water), O (water), industrial methylated spirits, O (water). Reaction conditions: time 6 hour. Yields the product O[C@H]1C[C@@H]2CC[C@H]3[C@@H]4CC/C(=C/C)/[C@]4(CC([C@@H]3[C@]2(CC1)C)=NO)C ((Z)-3α-Hydroxy-5α-pregn-17(20)-en-11-one oxime). Reaction SMILES: [OH:1][C@@H:2]1[CH2:20][CH2:19][C@@:18]2([CH3:21])[C@@H:4]([CH2:5][CH2:6][C@@H:7]3[C@@H:17]2[C:16](=O)[CH2:15][C@@:14]2([CH3:23])[C@H:8]3[CH2:9][CH2:10]/[C:11]/2=[CH:12]/[CH3:13])[CH2:3]1.Cl.[NH2:25][OH:26].[OH-].[Na+]>O>[OH:1][C@@H:2]1[CH2:20][CH2:19][C@@:18]2([CH3:21])[C@@H:4]([CH2:5][CH2:6][C@@H:7]3[C@@H:17]2[C:16](=[N:25][OH:26])[CH2:15][C@@:14]2([CH3:23])[C@H:8]3[CH2:9][CH2:10]/[C:11]/2=[CH:12]/[CH3:13])[CH2:3]1 |f:1.2,3.4|. Reported procedure: A solution of (Z)-3α-hydroxy-5α-pregn-17(20)-en-11-one (10.264 g) in warm industrial methylated spirits (320 ml) was heated with hydroxylamine hydrochloride (3.25 g) and sodium hydroxide (5.123 g) in water (10 ml). The mixture was refluxed for 41 hours and, after addition of more hydroxylamine hydrochloride (15.35 g) in water (20 ml) and sodium hydroxide (25.04 g) in water (50 ml) refluxing was continued for a further 6 hours. The mixture was then poured into water and the crystalline material (... Starting materials: C(C)(C)(C)OC(=O)N1CCC(CC1)O (1-t-butoxycarbonyl-4-hydroxypiperidine), CC1=C(C=CC(=C1)[N+](=O)[O-])O (2-methyl-4-nitrophenol), C1(=CC=CC=C1)P(C1=CC=CC=C1)C1=CC=CC=C1 (triphenylphosphine). The solvent is ClCCl (dichloromethane), N(=NC(=O)OCC)C(=O)OCC (diethyl azodicarboxylate). The product is C(C)(C)(C)OC(=O)N1CCC(CC1)OC1=C(C=C(C=C1)[N+](=O)[O-])C (4-(1-t-Butoxycarbonylpiperidin-4-yloxy)-3-methylnitrobenzene). The yield is 72.7%. Reaction SMILES: [C:1]([O:5][C:6]([N:8]1[CH2:13][CH2:12][CH:11]([OH:14])[CH2:10][CH2:9]1)=[O:7])([CH3:4])([CH3:3])[CH3:2].[CH3:15][C:16]1[CH:21]=[C:20]([N+:22]([O-:24])=[O:23])[CH:19]=[CH:18][C:17]=1O.C1(P(C2C=CC=CC=2)C2C=CC=CC=2)C=CC=CC=1>ClCCl.N(C(OCC)=O)=NC(OCC)=O>[C:1]([O:5][C:6]([N:8]1[CH2:13][CH2:12][CH:11]([O:14][C:17]2[CH:18]=[CH:19][C:20]([N+:22]([O-:24])=[O:23])=[CH:21][C:16]=2[CH3:15])[CH2:10][CH2:9]1)=[O:7])([CH3:4])([CH3:2])[CH3:3]. Procedure: To a solution of 1-t-butoxycarbonyl-4-hydroxypiperidine (3.62 g), 2-methyl-4-nitrophenol (2.55 g) and triphenylphosphine (5.25 g) in dichloromethane (100 ml), diethyl azodicarboxylate (3.2 ml) was added dropwise with stirring under ice-cooling, and the resulting mixture was stirred at room temperature overnight and then evaporated in vacuo. The residue obtained was purified by chromatography on a silica gel column using dichloromethane as the eluent to afford the title compound (4.07 g) containi...